This data is from the Open Reaction Database (ORD), a public repository of structured organic reaction records. The task is: describe an organic reaction: reactants, conditions, products, and yield Reactants: NCC(CNS(=O)(=O)C=1C=2C=CN=CC2C=CC1)C1=CC=CC=C1 (N-(3-amino-2-phenylpropyl)-5-isoquinolinesulfonamide), S(=O)(=O)(O)O.CSC(N)=N (S-methylisothiourea sulfate), C([O-])([O-])=O.[K+].[K+] (potassium carbonate). Solvent: CO.O (methanol water). Product: N(C(=N)N)CC(CNS(=O)(=O)C=1C=2C=CN=CC2C=CC1)C1=CC=CC=C1 (N-(3-guanidino-2-phenylpropyl)-5-isoquinolinesulfonamide). Isolated yield 85.9%. Reaction SMILES: [NH2:1][CH2:2][CH:3]([C:19]1[CH:24]=[CH:23][CH:22]=[CH:21][CH:20]=1)[CH2:4][NH:5][S:6]([C:9]1[C:10]2[CH:11]=[CH:12][N:13]=[CH:14][C:15]=2[CH:16]=[CH:17][CH:18]=1)(=[O:8])=[O:7].S(O)(O)(=O)=O.CS[C:32](=[NH:34])[NH2:33].C(=O)([O-])[O-].[K+].[K+]>CO.O>[NH:1]([CH2:2][CH:3]([C:19]1[CH:24]=[CH:23][CH:22]=[CH:21][CH:20]=1)[CH2:4][NH:5][S:6]([C:9]1[C:10]2[CH:11]=[CH:12][N:13]=[CH:14][C:15]=2[CH:16]=[CH:17][CH:18]=1)(=[O:8])=[O:7])[C:32]([NH2:34])=[NH:33] |f:1.2,3.4.5,6.7|. Procedure details: In 30 ml of a 60% methanol/water solution (volume ratio) was dissolved 2 g of N-(3-amino-2-phenylpropyl)-5-isoquinolinesulfonamide obtained Referential example 2, 2.05 g of S-methylisothiourea sulfate and 1.67 g of potassium carbonate, and the mixed solution was heated at reflux for two hours. After the reflux, the methanol was distilled therefrom under reduced pressure and the white crystalline residue the obtained was separated by filtration under reduced pressure. The residue was recrystalliz...